describe an organic reaction: reactants, conditions, products, and yield From a dataset of the Open Reaction Database (ORD), a public repository of structured organic reaction records. Reactants: C1(CC1)NC(NC1=CC(=C(OC2=C3C(=NC=C2)C=C(S3)C3=CC=C(C=N3)CN(C(OC(C)(C)C)=O)CCS(=O)(=O)C)C=C1)F)=O (tert-butyl (6-(7-(4-(3-cyclopropylureido)-2-fluorophenoxy)thieno[3,2-b]pyridin-2-yl)pyridin-3-yl)methyl(2-(methylsulfonyl)ethyl)carbamate), C(=O)(C(F)(F)F)O (TFA). The solvent is C(Cl)Cl (DCM). Reaction conditions: time 8 hour. Product: C1(CC1)NC(=O)NC1=CC(=C(C=C1)OC1=C2C(=NC=C1)C=C(S2)C2=NC=C(C=C2)CNCCS(=O)(=O)C)F (1-cyclopropyl-3-(3-fluoro-4-(2-(5-((2-(methylsulfonyl)ethylamino)methyl)-pyridin-2-yl)thieno[3,2-b]pyridin-7-yloxy)phenyl)urea). The yield is 72.2%. RXN SMILES: [CH:1]1([NH:4][C:5](=[O:45])[NH:6][C:7]2[CH:43]=[CH:42][C:10]([O:11][C:12]3[CH:17]=[CH:16][N:15]=[C:14]4[CH:18]=[C:19]([C:21]5[N:26]=[CH:25][C:24]([CH2:27][N:28]([CH2:36][CH2:37][S:38]([CH3:41])(=[O:40])=[O:39])C(=O)OC(C)(C)C)=[CH:23][CH:22]=5)[S:20][C:13]=34)=[C:9]([F:44])[CH:8]=2)[CH2:3][CH2:2]1.C(O)(C(F)(F)F)=O>C(Cl)Cl>[CH:1]1([NH:4][C:5]([NH:6][C:7]2[CH:43]=[CH:42][C:10]([O:11][C:12]3[CH:17]=[CH:16][N:15]=[C:14]4[CH:18]=[C:19]([C:21]5[CH:22]=[CH:23][C:24]([CH2:27][NH:28][CH2:36][CH2:37][S:38]([CH3:41])(=[O:39])=[O:40])=[CH:25][N:26]=5)[S:20][C:13]=34)=[C:9]([F:44])[CH:8]=2)=[O:45])[CH2:3][CH2:2]1. Reported procedure: To a solution of 99 (120 mg, 0.18 mmol) in DCM (20 mL) was added TFA (5.6 mL). The reaction mixture was stirred at RT overnight, concentrated, diluted with ethyl acetate, washed with a saturated aqueous solution of sodium bicarbonate, dried over anhydrous sodium sulfate, filtered and concentrated. The crude product was purified by Biotage (SNAP 25 g cartridge; MeOH/DCM: 0/100 to 20/80 over 20 CV), to afford the title compound 100 (90 mg, 0.13 mmol, 72% yield, TFA salt) as an off-white solid. 1H ... Starting materials: BrC1=CC=CC2=CC=CC=C12 (1-bromonaphthalene), C[Si](C)(C)C#C (trimethylsilyl acetylene). Reagents/catalysts: Cl[Pd]([P](C1=CC=CC=C1)(C2=CC=CC=C2)C3=CC=CC=C3)([P](C4=CC=CC=C4)(C5=CC=CC=C5)C6=CC=CC=C6)Cl (bis(triphenylphosphine)palladium(II) dichloride), [Cu](I)I (copper Iodide). The solvent is C(C)(C)NC(C)C (diisopropylamine). Conditions: temperature 80 celsius. Product: C[Si](C#CC1=CC=CC2=CC=CC=C12)(C)C (1-Trimethylsilyl Ethynyl Naphthalene). The yield is 88.8%. Reaction SMILES: Br[C:2]1[C:11]2[C:6](=[CH:7][CH:8]=[CH:9][CH:10]=2)[CH:5]=[CH:4][CH:3]=1.[CH3:12][Si:13]([C:16]#[CH:17])([CH3:15])[CH3:14]>C(NC(C)C)(C)C.Cl[Pd](Cl)([P](C1C=CC=CC=1)(C1C=CC=CC=1)C1C=CC=CC=1)[P](C1C=CC=CC=1)(C1C=CC=CC=1)C1C=CC=CC=1.[Cu](I)I>[CH3:12][Si:13]([CH3:15])([CH3:14])[C:16]#[C:17][C:2]1[C:11]2[C:6](=[CH:7][CH:8]=[CH:9][CH:10]=2)[CH:5]=[CH:4][CH:3]=1 |^1:27,46|. Procedure: Under an argon atmosphere, 50 g (0.241 mol) of 1-bromonaphthalene, 2.5 g (3.6 mmol) of bis(triphenylphosphine)palladium(II) dichloride and 0.68 g (3.6 mmol) of copper Iodide were dissolved in 500 ml of diisopropylamine in a 1 L 3-necked flask equipped with a stirrer, thermometer and reflux condenser. 35.6 g (0.362 mol) of trimethylsilyl acetylene was slowly dropped into the resulting mixture at room temperature. The reaction mixture was slowly heated to 80° C. and refluxed 12 hours. After the re... Reactants: BrC1=C(C(=CC(=C1)C)\C(\C)=N\C1=C(C=CC=C1C(C)C)C(C)C)O (2-Bromo-6-[(1E)-N-(2,6-diisopropylphenyl)ethanimidoyl]-4-methylphenol), [Li]CCCC (nBuLi), O (water), BrC1=C(C=CC=C1)OC (2-bromoanisole). Reagents/catalysts: CC(C)([P](C(C)(C)C)([Pd][P](C(C)(C)C)(C(C)(C)C)C(C)(C)C)C(C)(C)C)C (Pd(PtBu3)2), [Cl-].[Cl-].[Zn+2] (ZnCl2). Run in C1CCOC1 (THF), hexanes, C1CCOC1 (THF). Conditions: temperature -100 celsius, time 1 hour. Yields the product C(C)(C)C1=C(C(=CC=C1)C(C)C)/N=C(\C)/C1=C(C(=CC(=C1)C)C1=C(C=CC=C1)OC)O (3-[(1E)-N-(2,6-Diisopropylphenyl)ethanimidoyl]-2′-methoxy-5-methylbiphenyl-2-ol). Isolated yield 29.8%. Reaction SMILES: Br[C:2]1[CH:7]=[C:6]([CH3:8])[CH:5]=[C:4](/[C:9](=[N:11]/[C:12]2[C:17]([CH:18]([CH3:20])[CH3:19])=[CH:16][CH:15]=[CH:14][C:13]=2[CH:21]([CH3:23])[CH3:22])/[CH3:10])[C:3]=1[OH:24].[Li]CCCC.Br[C:31]1[CH:36]=[CH:35][CH:34]=[CH:33][C:32]=1[O:37][CH3:38].O>C1COCC1.[Cl-].[Cl-].[Zn+2].CC(C)([P](C(C)(C)C)([Pd][P](C(C)(C)C)(C(C)(C)C)C(C)(C)C)C(C)(C)C)C>[CH:21]([C:13]1[CH:14]=[CH:15][CH:16]=[C:17]([CH:18]([CH3:20])[CH3:19])[C:12]=1/[N:11]=[C:9](/[C:4]1[CH:5]=[C:6]([CH3:8])[CH:7]=[C:2]([C:31]2[CH:36]=[CH:35][CH:34]=[CH:33][C:32]=2[O:37][CH3:38])[C:3]=1[OH:24])\[CH3:10])([CH3:23])[CH3:22] |f:5.6.7,^1:50,56|. Reported procedure: To a solution of 1.94 g (5.0 mmol) of 30 in 20 mL of THF, 4.0 mL (10.0 mmol) of 2.5 M nBuLi in hexanes was added at −80° C. This mixture was stirred at this temperature for 1 hr, then cooled to −100° C., and 10.8 mL (10.8 mmol) of 1.0 M ZnCl2 in THF was added. The resulting mixture was slowly warmed to ambient temperature, stirred for 30 min, and then 2.82 g (15.0 mmol) of 2-bromoanisole and 0.14 g (0.25 mmol) of Pd(PtBu3)2 was added. This mixture was refluxed for 8 hr, then 5 mL of water was ad... Run in O (water). Procedure: A mixture of diethyl 2-(2,4,5-trifluoro-3-methylbenzoyl)malonate (8.10 g) and p-toluenesulfonic acid (9.6 mg) in water (9.6 ml) was refluxed for 3 hours with stirring vigorously. After cooling, the reacting mixture was extracted with dichloromethane. The organic layer was washed with 7% aqueous sodium bicarbonate solution, dried over anhydrous sodium sulfate and then concentrated under reduced pressure. The resulting residue was allowed to stand in a refrigerator for 2 days, the resulting precip... The reactants are FC1=C(C(=O)C(C(=O)OCC)C(=O)OCC)C=C(C(=C1C)F)F (diethyl 2-(2,4,5-trifluoro-3-methylbenzoyl)malonate), C1(=CC=C(C=C1)S(=O)(=O)O)C (p-toluenesulfonic acid). Yields the product FC1=C(C(=O)CC(=O)OCC)C=C(C(=C1C)F)F (Ethyl 2-(2,4,5-trifluoro-3-methylbenzoyl)acetate). Reaction conditions: time 2 day. RXN SMILES: [F:1][C:2]1[C:20]([CH3:21])=[C:19]([F:22])[C:18]([F:23])=[CH:17][C:3]=1[C:4]([CH:6](C(OCC)=O)[C:7]([O:9][CH2:10][CH3:11])=[O:8])=[O:5].C1(C)C=CC(S(O)(=O)=O)=CC=1>O>[F:1][C:2]1[C:20]([CH3:21])=[C:19]([F:22])[C:18]([F:23])=[CH:17][C:3]=1[C:4]([CH2:6][C:7]([O:9][CH2:10][CH3:11])=[O:8])=[O:5]. Yield: 8.0%. Reactants: ClC=1C=CC(=C(C(=O)O)C1)[N+](=O)[O-] (5-Chloro-2-nitro-benzoic acid), C(C)OC(C1=C(C=CC(=C1)N1CCCCC1)N)=O (2-amino-5-piperidin-1-yl-benzoic acid ethyl ester), S(=O)(Cl)Cl (Thionyl chloride). Solvent: C(C)O (ethanol). Conditions: time 48 hour. Yields the product C(C)OC(C1=C(C=CC(=C1)Cl)[N+](=O)[O-])=O (5-chloro-2-nitro-benzoic acid ethyl ester), intermediate. The yield is 97.0%. As a reaction SMILES: [Cl:1][C:2]1[CH:3]=[CH:4][C:5]([N+:11]([O-:13])=[O:12])=[C:6]([CH:10]=1)[C:7]([OH:9])=[O:8].[CH2:14](OC(=O)C1C=C(N2CCCCC2)C=CC=1N)[CH3:15].S(Cl)(Cl)=O>C(O)C>[CH2:14]([O:8][C:7](=[O:9])[C:6]1[CH:10]=[C:2]([Cl:1])[CH:3]=[CH:4][C:5]=1[N+:11]([O-:13])=[O:12])[CH3:15]. Reported procedure: 5-Chloro-2-nitro-benzoic acid (compound A′) (10.0 g) was dissolved in ethanol (100 ml). Thionyl chloride (20 ml) was added dropwise to the solution at 0° C., and the mixture was then heated under reflux with stirring for 48 hr. After the completion of the reaction, the reaction solution was concentrated under the reduced pressure. Distilled water was added to the residue, and the mixture was neutralized with a saturated aqueous sodium hydrogencarbonate solution under ice cooling, and was then su... Reactants: C(=O)NC=1SC(=C(N1)C(C(=O)NC1[C@@H]2N(C(=CCS2)C(=O)OCC2=CC=C(C=C2)[N+](=O)[O-])C1=O)=NOC)Br (4-Nitrobenzyl 7-[2-(2-formamido-5-bromothiazol-4-yl)-2-methoxyiminoacetamido]-3-cephem-4-carboxylate), O1CCCC1 (tetrahydrofuran), CO (methanol). The reagents and catalysts are [Pd] (palladium on carbon). Run in C(C)(=O)O (acetic acid). Product: C(=O)NC=1SC(=C(N1)C(C(=O)NC1[C@@H]2N(C(=CCS2)C(=O)O)C1=O)=NOC)Br (7-[2-(2-formamido-5-bromothiazol-4-yl)-2-methoxyiminoacetamido]-3-cephem-4-carboxylic acid). The yield is 38.5%. Reaction SMILES: [CH:1]([NH:3][C:4]1[S:5][C:6]([Br:38])=[C:7]([C:9](=[N:35][O:36][CH3:37])[C:10]([NH:12][CH:13]2[C:33](=[O:34])[N:15]3[C:16]([C:20]([O:22]CC4C=CC([N+]([O-])=O)=CC=4)=[O:21])=[CH:17][CH2:18][S:19][C@H:14]23)=[O:11])[N:8]=1)=[O:2].O1CCCC1.CO>[Pd].C(O)(=O)C>[CH:1]([NH:3][C:4]1[S:5][C:6]([Br:38])=[C:7]([C:9](=[N:35][O:36][CH3:37])[C:10]([NH:12][CH:13]2[C:33](=[O:34])[N:15]3[C:16]([C:20]([OH:22])=[O:21])=[CH:17][CH2:18][S:19][C@H:14]23)=[O:11])[N:8]=1)=[O:2]. Reported procedure: 4-Nitrobenzyl 7-[2-(2-formamido-5-bromothiazol-4-yl)-2-methoxyiminoacetamido]-3-cephem-4-carboxylate (syn isomer, 2.65 g.) was add to a mixture of tetrahydrofuran (110 ml.) and methanol (80 ml.). To the solution was added a suspension of 10% palladium on carbon (1.5 g.) in acetic acid (10 ml.) and the mixture was subjected to catalytic hydrolysis at room temperature under ordinal pressure. The reaction mixture was filtered and washed with tetrahydrofuran. The filtrate and washings were combined ... Starting materials: C(C)(C)(C)OC(=O)N1C(CN(CC1)C1=C(C(=CC(=C1)C#N)NC1=NN2C(C(=N1)N(CC1=CC=C(C=C1)OC)C1CC1)=NC=C2C#N)Cl)C(N(C)C)=O (Tert-butyl-4-(2-chloro-5-cyano-3-((7-cyano-4-(cyclopropyl(4-methoxybenzyl)amino)imidazo[2,1-f][1,2,4]triazin-2-yl)amino)phenyl)-2-(dimethylcarbamoyl)piperazine-1-carboxylate), N1=C(C=CC=C1C)C (2,6-Lutidine), [Si](C)(C)(C)OS(=O)(=O)C(F)(F)F (TMS-OTf). Solvent: C(Cl)Cl (DCM). Conditions: temperature 0 celsius, time 10 minute. Yields the product ClC1=C(C=C(C=C1NC1=NN2C(C(=N1)NC1CC1)=NC=C2C#N)C#N)N2CC(NCC2)C(=O)N(C)C (4-(2-chloro-5-cyano-3-((7-cyano-4-(cyc lopropylamino)imidazo[2,1-f][1,2,4]triazin-2-yl)amino)phenyl)-N,N-dimethylpiperazine-2-carboxamide). Isolated yield 135.1%. RXN SMILES: C(OC([N:8]1[CH2:13][CH2:12][N:11]([C:14]2[CH:19]=[C:18]([C:20]#[N:21])[CH:17]=[C:16]([NH:22][C:23]3[N:28]=[C:27]([N:29]([CH:39]4[CH2:41][CH2:40]4)CC4C=CC(OC)=CC=4)[C:26]4=[N:42][CH:43]=[C:44]([C:45]#[N:46])[N:25]4[N:24]=3)[C:15]=2[Cl:47])[CH2:10][CH:9]1[C:48](=[O:52])[N:49]([CH3:51])[CH3:50])=O)(C)(C)C.N1C(C)=CC=CC=1C.[Si](OS(C(F)(F)F)(=O)=O)(C)(C)C>C(Cl)Cl>[Cl:47][C:15]1[C:16]([NH:22][C:23]2[N:28]=[C:27]([NH:29][CH:39]3[CH2:40][CH2:41]3)[C:26]3=[N:42][CH:43]=[C:44]([C:45]#[N:46])[N:25]3[N:24]=2)=[CH:17][C:18]([C:20]#[N:21])=[CH:19][C:14]=1[N:11]1[CH2:12][CH2:13][NH:8][CH:9]([C:48]([N:49]([CH3:51])[CH3:50])=[O:52])[CH2:10]1. Procedure details: Tert-butyl-4-(2-chloro-5-cyano-3-((7-cyano-4-(cyclopropyl(4-methoxybenzyl)amino)imidazo[2,1-f][1,2,4]triazin-2-yl)amino)phenyl)-2-(dimethylcarbamoyl)piperazine-1-carboxylate (200 mg, 0.275 mmol) was taken up in DCM (2 mL) and cooled to 0° C. 2,6-Lutidine (0.096 mL, 0.826 mmol) was added, followed by drop wise addition of TMS-OTf (0.149 mL, 0.826 mmol). The reaction was stirred at 0° C. for 10 min, then brought to room temperature and stirred for 20 min. The reaction was quenched with 2M K3PO4 so... Starting materials: CCOC(=O)C=P(c1ccccc1)(c1ccccc1)c1ccccc1, CC(C)(C)OC(=O)N1C(C=O)COC1(C)C, Cc1ccccc1. Product: CCOC(=O)C=CC1COC(C)(C)N1C(=O)OC(C)(C)C. Reaction SMILES: [C:17](=[O:18])([O:19][CH2:20][CH3:21])[CH:22]=[P:23]([c:24]1[cH:25][cH:26][cH:27][cH:28][cH:29]1)([c:30]1[cH:31][cH:32][cH:33][cH:34][cH:35]1)[c:36]1[cH:37][cH:38][cH:39][cH:40][cH:41]1.[C:1]([CH3:2])([CH3:3])([CH3:4])[O:5][C:6](=[O:7])[N:8]1[C:9]([CH3:15])([CH3:16])[O:10][CH2:11][CH:12]1[CH:13]=[O:14].[CH3:42][c:43]1[cH:44][cH:45][cH:46][cH:47][cH:48]1>>[C:1]([CH3:2])([CH3:3])([CH3:4])[O:5][C:6](=[O:7])[N:8]1[C:9]([CH3:15])([CH3:16])[O:10][CH2:11][CH:12]1[CH:13]=[CH:22][C:17](=[O:18])[O:19][CH2:20][CH3:21].